Dataset: the Open Reaction Database (ORD), a public repository of structured organic reaction records. Task: describe an organic reaction: reactants, conditions, products, and yield Reactants: NC=1C=C(C=CC1)S (3-aminothiophenol), [H-].[Na+] (sodium hydride), suspension, ClC1=NC=NC2=CC(=C(C=C12)OC)OCCCl (4-chloro-7-(2-chloro-ethoxy)-6-methoxy-quinazoline), solution. The solvent is C1CCOC1 (THF), C1CCOC1 (THF). Reaction conditions: time 30 minute. Yields the product ClCCOC1=C(C=C2C(=NC=NC2=C1)SC=1C=C(N)C=CC1)OC (3-(7-(2-chloroethoxy)-6-methoxyquinazolin-4-ylthio)aniline). Reaction SMILES: [NH2:1][C:2]1[CH:3]=[C:4]([SH:8])[CH:5]=[CH:6][CH:7]=1.[H-].[Na+].Cl[C:12]1[C:21]2[C:16](=[CH:17][C:18]([O:24][CH2:25][CH2:26][Cl:27])=[C:19]([O:22][CH3:23])[CH:20]=2)[N:15]=[CH:14][N:13]=1>C1COCC1>[Cl:27][CH2:26][CH2:25][O:24][C:18]1[CH:17]=[C:16]2[C:21]([C:12]([S:8][C:4]3[CH:3]=[C:2]([CH:7]=[CH:6][CH:5]=3)[NH2:1])=[N:13][CH:14]=[N:15]2)=[CH:20][C:19]=1[O:22][CH3:23] |f:1.2|. Reported procedure: In a round bottomed flask 3-aminothiophenol (279 mg, 2.23 mmol) was dissolved in 10 mL of dry THF. To this solution was added sodium hydride, 60% suspension in mineral oil, (86 mg, 2.23 mmol) and the reaction stirred for 30 minutes. 4-chloro-7-(2-chloro-ethoxy)-6-methoxy-quinazoline (610 mg, 2.23 mmol) from Example 35A was added as a 10 mL solution in THF, and the reaction stirred overnight at room temperature. The solution was then concentrated to dryness, and partitioned between ethyl acetate ... Reactants: Cl.C(C1=CC=CC=C1)OC1=C(C=C(C=C1)Cl)C1=NN(C=C1)C(C(=O)NCC1=CC=C(C=C1)C(N)=N)OCC ((RS)-2-[3-(2-benzyloxy-5-chloro-phenyl)-pyrazol-1-yl]-N-(4-carbamimidoyl-benzyl)-2-ethoxy-acetamide hydrochloride). The reagents and catalysts are [Pd] (Pd/C). Solvent: C(C)O (ethanol). Conditions: time 3 hour. Yields the product Cl.C(N)(=N)C1=CC=C(CNC(C(OCC)N2N=C(C=C2)C2=C(C=CC(=C2)Cl)O)=O)C=C1 ((RS)-N-(4-carbamimidoyl-benzyl)-2-[3-(5-chloro-2-hydroxy-phenyl)-pyrazol-1-yl]-2-ethoxy-acetamide hydrochloride). The yield is 114.6%. RXN SMILES: Cl.C([O:9][C:10]1[CH:15]=[CH:14][C:13]([Cl:16])=[CH:12][C:11]=1[C:17]1[CH:21]=[CH:20][N:19]([CH:22]([O:36][CH2:37][CH3:38])[C:23]([NH:25][CH2:26][C:27]2[CH:32]=[CH:31][C:30]([C:33](=[NH:35])[NH2:34])=[CH:29][CH:28]=2)=[O:24])[N:18]=1)C1C=CC=CC=1>C(O)C.[Pd]>[ClH:16].[C:33]([C:30]1[CH:29]=[CH:28][C:27]([CH2:26][NH:25][C:23](=[O:24])[CH:22]([N:19]2[CH:20]=[CH:21][C:17]([C:11]3[CH:12]=[C:13]([Cl:16])[CH:14]=[CH:15][C:10]=3[OH:9])=[N:18]2)[O:36][CH2:37][CH3:38])=[CH:32][CH:31]=1)(=[NH:34])[NH2:35] |f:0.1,4.5|. Procedure: To a stirred suspension of 10% Pd/C (10 mg) at r.t. in ethanol (2 ml) was added (RS)-2-[3-(2-benzyloxy-5-chloro-phenyl)-pyrazol-1-yl]-N-(4-carbamimidoyl-benzyl)-2-ethoxy-acetamide hydrochloride (100 mg). Stirring at r.t. under a hydrogen atmosphere was continued for 3 hrs. The catalyst was filtered off over a celite pad and washed with ethanol. The filtrate was concentrated to give (RS)-N-(4-carbamimidoyl-benzyl)-2-[3-(5-chloro-2-hydroxy-phenyl)-pyrazol-1-yl]-2-ethoxy-acetamide hydrochloride (48... Procedure: If nitration is carried out in the hitherto known manner in an HNO3 /H2SO4 mixture without addition of H3PO4, in the nitration of 1,2-dichlorobenzene the two isomers are typically formed in approximately 98.5% yield in a ratio of 3,4-dichloro- 1-nitrobenzene to 2,3-dichloro- 1-nitrobenzene of 8.2:1. If 1,2-dichlorobenzene is nitrated using phosphoric acid which is concentrated to 104%, simultaneously dispensing with sulphuric acid and with additional use of nearly anhydrous nitric acid, then a s... Product: ClC=1C=C(C=CC1Cl)[N+](=O)[O-] (3,4-dichloro- 1-nitrobenzene), ClC1=C(C=CC=C1Cl)[N+](=O)[O-] (2,3-dichloro- 1-nitrobenzene). Reaction SMILES: [N+:1]([O-:4])([OH:3])=[O:2].OS(O)(=O)=O.OP(O)(O)=O.[Cl:15][C:16]1[CH:21]=[CH:20][CH:19]=[CH:18][C:17]=1[Cl:22]>>[Cl:15][C:16]1[CH:21]=[C:20]([N+:1]([O-:4])=[O:2])[CH:19]=[CH:18][C:17]=1[Cl:22].[Cl:15][C:16]1[C:17]([Cl:22])=[CH:18][CH:19]=[CH:20][C:21]=1[N+:1]([O-:3])=[O:2] |f:0.1|. Reactants: ClC1=C(C=CC=C1)Cl (1,2-dichlorobenzene), [N+](=O)(O)[O-].OS(=O)(=O)O (HNO3 H2SO4), OP(=O)(O)O (H3PO4). Reactants: O=C([O-])[O-], CC#N, O=Cc1ccc(O)c(NC(=O)CCl)c1, [K+], [K+]. Product: O=Cc1ccc2c(c1)NC(=O)CO2. Reaction SMILES: [C:15](=[O:16])([O-:17])[O-:18].[CH3:21][C:22]#[N:23].[Cl:1][CH2:2][C:3](=[O:4])[NH:5][c:6]1[cH:7][c:8]([CH:9]=[O:10])[cH:11][cH:12][c:13]1[OH:14].[K+:19].[K+:20]>>[CH2:2]1[C:3](=[O:4])[NH:5][c:6]2[cH:7][c:8]([CH:9]=[O:10])[cH:11][cH:12][c:13]2[O:14]1. Reactants: ClC1=NC2=CC=CC=C2C(=N1)Cl (2,4-dichloroquinazoline), C1(CCCCC1)O (cyclohexanol), CC1=NNC(=C1)C (3,5-dimethylpyrazole). The product is Cl.C1(CCCCC1)OC1=NC(=NC2=CC=CC=C12)N1N=C(C=C1C)C (4-Cyclohexyloxy-2-(3,5-dimethyl-pyrazol-1-yl)-quinazoline, Hydrochloride). RXN SMILES: [Cl:1][C:2]1[N:11]=[C:10](Cl)[C:9]2[C:4](=[CH:5][CH:6]=[CH:7][CH:8]=2)[N:3]=1.[CH:13]1([OH:19])[CH2:18][CH2:17][CH2:16][CH2:15][CH2:14]1.[CH3:20][C:21]1[CH:25]=[C:24]([CH3:26])[NH:23][N:22]=1>>[ClH:1].[CH:13]1([O:19][C:10]2[C:9]3[C:4](=[CH:5][CH:6]=[CH:7][CH:8]=3)[N:3]=[C:2]([N:22]3[C:21]([CH3:20])=[CH:25][C:24]([CH3:26])=[N:23]3)[N:11]=2)[CH2:18][CH2:17][CH2:16][CH2:15][CH2:14]1 |f:3.4|. Reported procedure: Was prepared according to Method A from 2,4-dichloroquinazoline, cyclohexanol and 3,5-dimethylpyrazole. Mp. 152.9-153.5° C. The reactants are C(O)([O-])=O.[Na+] (sodium hydrogen carbonate), C(CCC)C=1N(C2=C(CNC(C2)C(=O)OC)N1)CC1=CC=C(C=C1)C1=C(C=CC=C1)C1=NN=NN1C(C1=CC=CC=C1)(C1=CC=CC=C1)C1=CC=CC=C1 (methyl 2-n-butyl-1-{2'-(1-trityl-1H-tetrazol-5-yl)biphenyl-4-yl}methyl-4,5,6,7-tetrahydroimidazo[4,5-c]pyridine-6-carboxylate), C1(CCCCC1)N=C=NC1CCCCC1 (dicyclohexyl-carbodiimide), ON1N=NC2=C1C=CC=C2 (1-hydroxybenzotriazole), C(#N)CC(=O)O (cyanoacetic acid). Run in C(C)(=O)OCC (ethyl acetate), C(C)#N (acetonitrile). Run at time 8 hour. Product: C(CCC)C=1N(C2=C(CN(C(C2)C(=O)OC)C(CC#N)=O)N1)CC1=CC=C(C=C1)C1=C(C=CC=C1)C1=NN=NN1C(C1=CC=CC=C1)(C1=CC=CC=C1)C1=CC=CC=C1 (methyl 2-n-butyl-5-cyanoacetyl-1-{2'-(1-trityl-1H-tetrazol-5-yl)biphenyl-4-yl}methyl-4,5,6,7-tetrahydroimidazo[4,5-c]pyridine-6-carboxylate). Yield: 93.7%. As a reaction SMILES: [CH2:1]([C:5]1[N:6]([CH2:18][C:19]2[CH:24]=[CH:23][C:22]([C:25]3[CH:30]=[CH:29][CH:28]=[CH:27][C:26]=3[C:31]3[N:35]([C:36]([C:49]4[CH:54]=[CH:53][CH:52]=[CH:51][CH:50]=4)([C:43]4[CH:48]=[CH:47][CH:46]=[CH:45][CH:44]=4)[C:37]4[CH:42]=[CH:41][CH:40]=[CH:39][CH:38]=4)[N:34]=[N:33][N:32]=3)=[CH:21][CH:20]=2)[C:7]2[CH2:12][CH:11]([C:13]([O:15][CH3:16])=[O:14])[NH:10][CH2:9][C:8]=2[N:17]=1)[CH2:2][CH2:3][CH3:4].C1(N=C=NC2CCCCC2)CCCCC1.ON1C2C=CC=CC=2N=N1.[C:80]([CH2:82][C:83](O)=[O:84])#[N:81].C(=O)([O-])O.[Na+]>C(OCC)(=O)C.C(#N)C>[CH2:1]([C:5]1[N:6]([CH2:18][C:19]2[CH:20]=[CH:21][C:22]([C:25]3[CH:30]=[CH:29][CH:28]=[CH:27][C:26]=3[C:31]3[N:35]([C:36]([C:43]4[CH:44]=[CH:45][CH:46]=[CH:47][CH:48]=4)([C:37]4[CH:38]=[CH:39][CH:40]=[CH:41][CH:42]=4)[C:49]4[CH:54]=[CH:53][CH:52]=[CH:51][CH:50]=4)[N:34]=[N:33][N:32]=3)=[CH:23][CH:24]=2)[C:7]2[CH2:12][CH:11]([C:13]([O:15][CH3:16])=[O:14])[N:10]([C:83](=[O:84])[CH2:82][C:80]#[N:81])[CH2:9][C:8]=2[N:17]=1)[CH2:2][CH2:3][CH3:4] |f:4.5|. Reported procedure: A mixture of methyl 2-n-butyl-1-{2'-(1-trityl-1H-tetrazol-5-yl)biphenyl-4-yl}methyl-4,5,6,7-tetrahydroimidazo[4,5-c]pyridine-6-carboxylate (0.81 g), dicyclohexyl-carbodiimide (0.26 g), 1-hydroxybenzotriazole (0.17 g), cyanoacetic acid (0.11 g) and acetonitrile (10 ml) is stirred at room temperature overnight. After the reaction is completed, ethyl acetate is added to the reaction mixture, and the mixture is waehed with aqueous sodium hydrogen carbonate solution, dried, and the solvent is distill... The product is O=C1Nc2ccc(OCCCCS(=O)c3ccccc3)cc2CO1. Reactants: O=C([O-])[O-], Cc1ccccc1, ClC(Cl)Cl, O=C(Cl)Cl, [K+], [K+], Nc1ccc(OCCCCS(=O)c2ccccc2)cc1CO. Reaction SMILES: [C:23]([O-:24])(=[O:25])[O-:26].[CH3:37][c:38]1[cH:39][cH:40][cH:41][cH:42][cH:43]1.[CH:33]([Cl:34])([Cl:35])[Cl:36].[Cl:29][C:30](=[O:31])[Cl:32].[K+:27].[K+:28].[NH2:1][c:2]1[c:3]([CH2:4][OH:5])[cH:6][c:7]([O:10][CH2:11][CH2:12][CH2:13][CH2:14][S:15](=[O:16])[c:17]2[cH:18][cH:19][cH:20][cH:21][cH:22]2)[cH:8][cH:9]1>>[NH:1]1[c:2]2[c:3]([cH:6][c:7]([O:10][CH2:11][CH2:12][CH2:13][CH2:14][S:15](=[O:16])[c:17]3[cH:18][cH:19][cH:20][cH:21][cH:22]3)[cH:8][cH:9]2)[CH2:4][O:5][C:23]1=[O:24].